Dataset: the Open Reaction Database (ORD), a public repository of structured organic reaction records. Task: describe an organic reaction: reactants, conditions, products, and yield The reactants are CCOC(C)=O, CCOC(=O)c1ccc(OCC2(O)CCN(c3ccc(Cl)nn3)CC2)cc1, O=S(Cl)Cl. Product: CCOC(=O)c1ccc(OCC2=CCN(c3ccc(Cl)nn3)CC2)cc1. As a reaction SMILES: [CH3:32][CH2:33][O:34][C:35](=[O:36])[CH3:37].[Cl:1][c:2]1[cH:3][cH:4][c:5]([N:8]2[CH2:9][CH2:10][C:11]([OH:14])([CH2:15][O:16][c:17]3[cH:18][cH:19][c:20]([C:21](=[O:22])[O:23][CH2:24][CH3:25])[cH:26][cH:27]3)[CH2:12][CH2:13]2)[n:6][n:7]1.[S:28]([Cl:29])([Cl:30])=[O:31]>>[Cl:1][c:2]1[cH:3][cH:4][c:5]([N:8]2[CH2:9][CH:10]=[C:11]([CH2:15][O:16][c:17]3[cH:18][cH:19][c:20]([C:21](=[O:22])[O:23][CH2:24][CH3:25])[cH:26][cH:27]3)[CH2:12][CH2:13]2)[n:6][n:7]1. The reactants are C(C)(C)(C)C=1C=C(C(=C(CNC(CNC(OC(C)(C)C)=O)C)C1)O)C=1C=NC(=CC1)C(F)(F)F (tert-butyl (2-((5-(tert-butyl)-2-hydroxy-3-(6-(trifluoromethyl)pyridin-3-yl)benzyl)amino)propyl)carbamate), C(Cl)Cl (methylene chloride), FC(C(=O)O)(F)F (trifluoroacetic acid). Run at time 16 hour. The product is Cl.Cl.NCC(C)NCC1=C(C(=CC(=C1)C(C)(C)C)C=1C=NC(=CC1)C(F)(F)F)O (2-(((1-aminopropan-2-yl)amino)methyl)-4-(tert-butyl)-6-(6-(trifluoromethyl)pyridin-3-yl)phenol dihydrochloride). The yield is 32.0%. RXN SMILES: [C:1]([C:5]1[CH:6]=[C:7]([C:25]2[CH:26]=[N:27][C:28]([C:31]([F:34])([F:33])[F:32])=[CH:29][CH:30]=2)[C:8]([OH:24])=[C:9]([CH:23]=1)[CH2:10][NH:11][CH:12]([CH3:22])[CH2:13][NH:14]C(=O)OC(C)(C)C)([CH3:4])([CH3:3])[CH3:2].FC(F)(F)C(O)=O.C(Cl)[Cl:43]>>[ClH:43].[ClH:43].[NH2:14][CH2:13][CH:12]([NH:11][CH2:10][C:9]1[CH:23]=[C:5]([C:1]([CH3:3])([CH3:4])[CH3:2])[CH:6]=[C:7]([C:25]2[CH:26]=[N:27][C:28]([C:31]([F:32])([F:33])[F:34])=[CH:29][CH:30]=2)[C:8]=1[OH:24])[CH3:22] |f:3.4.5|. Procedure details: The free base of 2-(aminomethyl)-4-(tert-butyl)-6-(6-(trifluoromethyl)pyridin-3-yl)phenol hydrochloride (Example 64), was prepared by partitioning the hydrochloride salt (560 mg, 1.55 mmol) between ethyl acetate and a saturated aqueous sodium bicarbonate solution. The organic phase was separated, dried (Na2SO4), filtered and the solvent removed under reduced pressure. The residue was redissolved in a solution of tert-butyl (2-oxopropyl)carbamate in ethanol (5 mL) and stirred for three days. Sodi... Product: CCOc1nc2cccc(C(=O)NC(CSC(C)=O)CC(C)C)c2n1Cc1ccc(-c2ccccc2-c2nnn[nH]2)cc1. Starting materials: CC([O-])=S, CC#N, CCOc1nc2cccc(C(=O)NC(CCl)CC(C)C)c2n1Cc1ccc(-c2ccccc2-c2nnn[nH]2)cc1, [K+]. Reaction SMILES: [C:41]([CH3:42])(=[S:43])[O-:44].[CH3:46][C:47]#[N:48].[Cl:1][CH2:2][CH:3]([CH2:4][CH:5]([CH3:6])[CH3:7])[NH:8][C:9](=[O:10])[c:11]1[cH:12][cH:13][cH:14][c:15]2[n:16][c:17]([O:38][CH2:39][CH3:40])[n:18]([CH2:20][c:21]3[cH:22][cH:23][c:24](-[c:27]4[c:28](-[c:33]5[n:34][n:35][n:36][nH:37]5)[cH:29][cH:30][cH:31][cH:32]4)[cH:25][cH:26]3)[c:19]12.[K+:45]>>[CH2:2]([CH:3]([CH2:4][CH:5]([CH3:6])[CH3:7])[NH:8][C:9](=[O:10])[c:11]1[cH:12][cH:13][cH:14][c:15]2[n:16][c:17]([O:38][CH2:39][CH3:40])[n:18]([CH2:20][c:21]3[cH:22][cH:23][c:24](-[c:27]4[c:28](-[c:33]5[n:34][n:35][n:36][nH:37]5)[cH:29][cH:30][cH:31][cH:32]4)[cH:25][cH:26]3)[c:19]12)[S:43][C:41]([CH3:42])=[O:44]. Reactants: N(N)C(OC)=S (methyl hydrazinecarbothioate), N1CCC(CC1)O (piperidin-4-ol), C(C)(=O)OCC (ethyl acetate). Run in C(C)O (ethanol). Reaction conditions: temperature 90 celsius. Yields the product N(N)C(=S)N1CCC(CC1)O (1-hydrazinothiocarbonylpiperidin-4-ol). Reaction SMILES: [NH:1]([C:3](=[S:6])OC)[NH2:2].[NH:7]1[CH2:12][CH2:11][CH:10]([OH:13])[CH2:9][CH2:8]1.C(OCC)(=O)C>C(O)C>[NH:1]([C:3]([N:7]1[CH2:12][CH2:11][CH:10]([OH:13])[CH2:9][CH2:8]1)=[S:6])[NH2:2]. Procedure details: A solution of methyl hydrazinecarbothioate (1.0 g, 8.2 mmol) and piperidin-4-ol (1.24 g, 12.3 mmol) in ethanol (7 mL) was refluxed with heating at 90° C. for 2 days. After addition of ethyl acetate, the reaction solution was washed with saturated aqueous sodium chloride, dried over anhydrous magnesium sulfate and concentrated to give the crude desired product. The crude product was used directly for the next reaction. Procedure: 2-(1,3-Dioxo-1,3-dihydro-isoindol-2-yl)-ethanesulfonic acid (4-benzyl-piperazin-1-yl)-amide was prepared by an analogous procedure as described for example 1 i) starting from 140 mg (0.73 mmol) 4-benzyl-piperazin-1-ylamine and 200 mg (1 equiv.) 2-(1,3-dioxo-1,3-dihydro-isoindol-2-yl)-ethanesulfonyl chloride. The product was obtained in crude form as a light yellow foam. Yields the product C(C1=CC=CC=C1)N1CCN(CC1)NS(=O)(=O)CCN1C(C2=CC=CC=C2C1=O)=O (2-(1,3-Dioxo-1,3-dihydro-isoindol-2-yl)-ethanesulfonic acid (4-benzyl-piperazin-1-yl)-amide). As a reaction SMILES: [CH2:1]([N:8]1[CH2:13][CH2:12][N:11]([NH2:14])[CH2:10][CH2:9]1)[C:2]1[CH:7]=[CH:6][CH:5]=[CH:4][CH:3]=1.[O:15]=[C:16]1[C:24]2[C:19](=[CH:20][CH:21]=[CH:22][CH:23]=2)[C:18](=[O:25])[N:17]1[CH2:26][CH2:27][S:28](Cl)(=[O:30])=[O:29]>>[CH2:1]([N:8]1[CH2:9][CH2:10][N:11]([NH:14][S:28]([CH2:27][CH2:26][N:17]2[C:16](=[O:15])[C:24]3[C:19](=[CH:20][CH:21]=[CH:22][CH:23]=3)[C:18]2=[O:25])(=[O:29])=[O:30])[CH2:12][CH2:13]1)[C:2]1[CH:3]=[CH:4][CH:5]=[CH:6][CH:7]=1. Reactants: C(C1=CC=CC=C1)N1CCN(CC1)N (4-benzyl-piperazin-1-ylamine), O=C1N(C(C2=CC=CC=C12)=O)CCS(=O)(=O)Cl (2-(1,3-dioxo-1,3-dihydro-isoindol-2-yl)-ethanesulfonyl chloride). The reactants are C/C(C)=C/CC[C@H](C)CC([H])=O, O=C(SCC)CC(O)=O. The reagents and catalysts are CN(C)c1ccncc1, 4Å Molecular Sieve, C1CNCC1. Run in C1COCC1. Run at temperature 50 celsius, time 24 hour. Yields the product C/C(C)=C/CC[C@H](C)C/C=C/C(SCC)=O. The yield is 0.0%.